From a dataset of the Open Reaction Database (ORD), a public repository of structured organic reaction records. describe an organic reaction: reactants, conditions, products, and yield RXN SMILES: [CH2:1]([O:3][C:4]1[CH:9]=[CH:8][CH:7]=[CH:6][C:5]=1[C:10]1[NH:15][C:14](=[O:16])[C:13]2=[C:17]([CH3:29])[N:18]=[C:19]([CH2:20][CH2:21][CH2:22][CH2:23][CH2:24][CH2:25][CH2:26][CH2:27][CH3:28])[N:12]2[N:11]=1)[CH3:2].[S:30]([Cl:34])(=O)(=[O:32])[OH:31].S(Cl)(Cl)(=O)=O>>[CH2:1]([O:3][C:4]1[CH:9]=[CH:8][C:7]([S:30]([Cl:34])(=[O:32])=[O:31])=[CH:6][C:5]=1[C:10]1[NH:15][C:14](=[O:16])[C:13]2=[C:17]([CH3:29])[N:18]=[C:19]([CH2:20][CH2:21][CH2:22][CH2:23][CH2:24][CH2:25][CH2:26][CH2:27][CH3:28])[N:12]2[N:11]=1)[CH3:2]. Procedure details: The preparation is carried out analogously to the procedure of Example 27A using 400 mg (1 mmol) of 2-(2-ethoxyphenyl)-5-methyl-7-n-nonyl-3H-imidazo-[5,1-f][1,2,4]triazin-4-one (Example 24A) and 1.18 g (10 mmol) of chlorosulphuric acid. This gives 402 mg (80.1%) of sulphonyl chloride which is directly reacted further. Reactants: C(C)OC1=C(C=CC=C1)C1=NN2C(C(N1)=O)=C(N=C2CCCCCCCCC)C (2-(2-ethoxyphenyl)-5-methyl-7-n-nonyl-3H-imidazo-[5,1-f][1,2,4]triazin-4-one), S(O)(=O)(=O)Cl (chlorosulphuric acid), S(=O)(=O)(Cl)Cl (sulphonyl chloride). The product is C(C)OC1=C(C=C(C=C1)S(=O)(=O)Cl)C1=NN2C(C(N1)=O)=C(N=C2CCCCCCCCC)C (4-Ethoxy-3-(5-methyl-4-oxo-7-n-nonyl-3,4-dihydro-imidazo[5,1-f][1,2,4]-triazin-2-yl)-benzenesulphonyl chloride). Starting materials: C(C=C)N1CCN(CC1)CCCN1C(C=2C(C1=O)=CC=CC2)=O (N-[3-(4-allyl-1-piperazinyl)propyl]phthalimide), O.NN (hydrazine hydrate). The solvent is C(C)O (ethanol). Conditions: time 2.5 hour. Product: C(C=C)N1CCN(CC1)CCCN (3-(4-allyl-1-piperazinyl)propylamine). The yield is 90.3%. Reaction SMILES: [CH2:1]([N:4]1[CH2:9][CH2:8][N:7]([CH2:10][CH2:11][CH2:12][N:13]2C(=O)C3=CC=CC=C3C2=O)[CH2:6][CH2:5]1)[CH:2]=[CH2:3].O.NN>C(O)C>[CH2:1]([N:4]1[CH2:9][CH2:8][N:7]([CH2:10][CH2:11][CH2:12][NH2:13])[CH2:6][CH2:5]1)[CH:2]=[CH2:3] |f:1.2|. Reported procedure: To a solution of N-[3-(4-allyl-1-piperazinyl)propyl]phthalimide (35.6 g) in ethanol (400 ml) was added 100% hydrazine hydrate (14.3 g). The resulting mixture was refluxed with stirring for 2.5 hours. The reaction mixture was cooled and then filtered. The filter cake was washed with ethanol. The filtrate and washing were combined and evaporated under reduced pressure. The residual oil was subjected to column chromatigraphy (aluminum oxide), eluting with a mixture of chloroform and methanol (10:1)... Reactants: ClC=1C(=C2C(=NC1)N(C(=C2)C2=CC=C(CN1CCOCC1)C=C2)S(=O)(=O)C2=CC=C(C)C=C2)C2=CN=C(S2)C2(COC2)OCC2=CC=C(C=C2)OC (4-(4-(5-chloro-4-(2-(3-(4-methoxybenzyloxy)oxetan-3-yl)thiazol-5-yl)-1-tosyl-1H-pyrrolo[2,3-b]pyridin-2-yl)benzyl)morpholine), FC(C(=O)O)(F)F (trifluoroacetic acid). Run in ClCCl (dichloromethane). Reaction conditions: time 0.5 hour. Yields the product ClC=1C(=C2C(=NC1)N(C(=C2)C2=CC=C(C=C2)CN2CCOCC2)S(=O)(=O)C2=CC=C(C)C=C2)C2=CN=C(S2)C2(COC2)O (3-(5-(5-chloro-2-(4-(morpholinomethyl)phenyl)-1-tosyl-1H-pyrrolo[2,3-b]pyridin-4-yl)thiazol-2-yl)oxetan-3-ol). As a reaction SMILES: [Cl:1][C:2]1[C:3]([C:34]2[S:38][C:37]([C:39]3([O:43]CC4C=CC(OC)=CC=4)[CH2:42][O:41][CH2:40]3)=[N:36][CH:35]=2)=[C:4]2[CH:10]=[C:9]([C:11]3[CH:23]=[CH:22][C:14]([CH2:15][N:16]4[CH2:21][CH2:20][O:19][CH2:18][CH2:17]4)=[CH:13][CH:12]=3)[N:8]([S:24]([C:27]3[CH:33]=[CH:32][C:30]([CH3:31])=[CH:29][CH:28]=3)(=[O:26])=[O:25])[C:5]2=[N:6][CH:7]=1.FC(F)(F)C(O)=O>ClCCl>[Cl:1][C:2]1[C:3]([C:34]2[S:38][C:37]([C:39]3([OH:43])[CH2:40][O:41][CH2:42]3)=[N:36][CH:35]=2)=[C:4]2[CH:10]=[C:9]([C:11]3[CH:12]=[CH:13][C:14]([CH2:15][N:16]4[CH2:17][CH2:18][O:19][CH2:20][CH2:21]4)=[CH:22][CH:23]=3)[N:8]([S:24]([C:27]3[CH:28]=[CH:29][C:30]([CH3:31])=[CH:32][CH:33]=3)(=[O:26])=[O:25])[C:5]2=[N:6][CH:7]=1. Procedure details: To an ambient solution of 4-(4-(5-chloro-4-(2-(3-(4-methoxybenzyloxy)oxetan-3-yl)thiazol-5-yl)-1-tosyl-1H-pyrrolo[2,3-b]pyridin-2-yl)benzyl)morpholine (Example 11H) (130 mg, 0.172 mmol) in dichloromethane (2.5 mL) was added trifluoroacetic acid (2.5 mL, 32.4 mmol). The reaction was stirred for 0.5 hours and was then concentrated to dryness under reduced pressure. The residue was partitioned between ethyl acetate (5 mL) and saturated aqueous bicarbonate solution (1 mL). The layers were separated,... Reactants: CC(=O)c1ccccc1, CO, Cl, O=Cc1cc(O)c(O)c([N+](=O)[O-])c1. Yields the product O=C(C=Cc1cc(O)c(O)c([N+](=O)[O-])c1)c1ccccc1. Reaction SMILES: [CH3:14][C:15](=[O:16])[c:17]1[cH:18][cH:19][cH:20][cH:21][cH:22]1.[CH3:24][OH:25].[ClH:23].[OH:1][c:2]1[cH:3][c:4]([CH:5]=[O:6])[cH:7][c:8]([N+:11](=[O:12])[O-:13])[c:9]1[OH:10]>>[OH:1][c:2]1[cH:3][c:4]([CH:5]=[CH:14][C:15](=[O:16])[c:17]2[cH:18][cH:19][cH:20][cH:21][cH:22]2)[cH:7][c:8]([N+:11](=[O:12])[O-:13])[c:9]1[OH:10]. Reactants: COC1=NC(C(C)C)C(OC)=NC1, Fc1cc(C(F)(F)F)ccc1CBr, [Li]CCCC, C1CCOC1. The product is COC1=NC(C(C)C)C(OC)=NC1Cc1ccc(C(F)(F)F)cc1F. As a reaction SMILES: [CH3:1][O:2][C:3]1=[N:8][CH2:7][C:6]([O:9][CH3:10])=[N:5][CH:4]1[CH:11]([CH3:12])[CH3:13].[F:19][c:20]1[c:21]([CH2:22][Br:23])[cH:24][cH:25][c:26]([C:28]([F:29])([F:30])[F:31])[cH:27]1.[Li:14][CH2:15][CH2:16][CH2:17][CH3:18].[O:32]1[CH2:33][CH2:34][CH2:35][CH2:36]1>>[CH3:1][O:2][C:3]1=[N:8][CH:7]([CH2:22][c:21]2[c:20]([F:19])[cH:27][c:26]([C:28]([F:29])([F:30])[F:31])[cH:25][cH:24]2)[C:6]([O:9][CH3:10])=[N:5][CH:4]1[CH:11]([CH3:12])[CH3:13]. The reactants are C1(=CC=CC=C1)O (phenol), C(C)(=O)C(CCCCCCC(=O)O)CCCC(COC1=CC=C(C=C1)C(C)(C)C)O (8-Acetyl-12-hydroxy-13-(4-tert-butylphenoxy)tridecanoic Acid). The product is C(C)(=O)C(CCCCCCC(=O)O)CCCC(COC1=CC=CC=C1)O (8-Acetyl-12-hydroxy-13-phenoxytridecanoic Acid). RXN SMILES: C1(O)C=CC=CC=1.[C:8]([CH:11]([CH2:21][CH2:22][CH2:23][CH:24]([OH:37])[CH2:25][O:26][C:27]1[CH:32]=[CH:31][C:30](C(C)(C)C)=[CH:29][CH:28]=1)[CH2:12][CH2:13][CH2:14][CH2:15][CH2:16][CH2:17][C:18]([OH:20])=[O:19])(=[O:10])[CH3:9]>>[C:8]([CH:11]([CH2:21][CH2:22][CH2:23][CH:24]([OH:37])[CH2:25][O:26][C:27]1[CH:32]=[CH:31][CH:30]=[CH:29][CH:28]=1)[CH2:12][CH2:13][CH2:14][CH2:15][CH2:16][CH2:17][C:18]([OH:20])=[O:19])(=[O:10])[CH3:9]. Procedure: The synthesis of this compound is carried out by the procedure of Example 10 except that an equivalent amount of phenol is substituted for the 4-tert-butylphenol of Example 10. The title compound is obtained as a colorless viscous oil after purification by silica gel column chromatography.